From a dataset of the Open Reaction Database (ORD), a public repository of structured organic reaction records. describe an organic reaction: reactants, conditions, products, and yield Reactants: Cl (hydrochloric acid), C(C)(C)(C)OC(=O)NCCC=1SC=2NCCCCC2N1 (2-[2-(tert-butoxycarbonylamino)ethyl]-5,6,7,8-tetrahydro-4H-thiazolo-[5,4-b]azepine). Run in CO (methanol), CO (methanol). Conditions: time 5 hour. Product: Cl.Cl.NCCC=1SC=2NCCCCC2N1 (2-(2-Aminoethyl)-5,6,7,8-tetrahydro-4H-thiazolo[5,4-b]azepine dihydrochloride). Yield: 70.5%. Reaction SMILES: [ClH:1].C(OC([NH:9][CH2:10][CH2:11][C:12]1[S:13][C:14]2[NH:15][CH2:16][CH2:17][CH2:18][CH2:19][C:20]=2[N:21]=1)=O)(C)(C)C>CO>[ClH:1].[ClH:1].[NH2:9][CH2:10][CH2:11][C:12]1[S:13][C:14]2[NH:15][CH2:16][CH2:17][CH2:18][CH2:19][C:20]=2[N:21]=1 |f:3.4.5|. Reported procedure: A solution (3 ml) of 4.75N hydrochloric acid in methanol was added to a solution (10 ml) of 2-[2-(tert-butoxycarbonylamino)ethyl]-5,6,7,8-tetrahydro-4H-thiazolo-[5,4-b]azepine (1.00 g) in methanol, and the whole was stirred for 5 hrs. at room temperature. The solvent was distilled off under reduced pressure. The residue was washed with ethyl ether, and recrystallized from a mixture of methanol and ethyl ether to give the title compound (0.64 g, 70.5%). Starting materials: COc1c(F)cc(Br)cc1[N+](=O)[O-], O=C([O-])[O-], O=C([O-])O, C1COCCO1, CB1OB(C)OB(C)O1, [K+], [K+], [Na+], O. The product is COc1c(F)cc(C)cc1[N+](=O)[O-]. RXN SMILES: [Br:16][c:17]1[cH:18][c:19]([F:28])[c:20]([O:26][CH3:27])[c:21]([N+:23](=[O:24])[O-:25])[cH:22]1.[C:1](=[O:2])([O-:3])[O-:4].[C:30](=[O:31])([OH:32])[O-:33].[CH2:35]1[O:36][CH2:37][CH2:38][O:39][CH2:40]1.[CH3:7][B:8]1[O:9][B:10]([CH3:11])[O:12][B:13]([CH3:14])[O:15]1.[K+:5].[K+:6].[Na+:34].[OH2:29]>>[CH3:1][c:17]1[cH:18][c:19]([F:28])[c:20]([O:26][CH3:27])[c:21]([N+:23](=[O:24])[O-:25])[cH:22]1. Reaction SMILES: C(O[C:4]([N:6]1[CH2:11][CH2:10][NH:9][CH2:8][CH2:7]1)=O)C.BrC[CH2:14][CH2:15][C:16]1[CH:21]=[CH:20][CH:19]=[CH:18][CH:17]=1>>[C:16]1([CH2:15][CH2:14][CH2:4][N:6]2[CH2:7][CH2:8][NH:9][CH2:10][CH2:11]2)[CH:21]=[CH:20][CH:19]=[CH:18][CH:17]=1. Reported procedure: 1-Ethoxycarbonylpiperazine and 1-bromo-3-phenylpropane were used as the starting materials and treated in the same manner as in Reference Example 9 to give 1-(3phenylpropyl)piperazine. Starting materials: C(C)OC(=O)N1CCNCC1 (1-Ethoxycarbonylpiperazine), BrCCCC1=CC=CC=C1 (1-bromo-3-phenylpropane). The product is C1(=CC=CC=C1)CCCN1CCNCC1 (1-(3phenylpropyl)piperazine).